Dataset: the Open Reaction Database (ORD), a public repository of structured organic reaction records. Task: describe an organic reaction: reactants, conditions, products, and yield Starting materials: C(=O)(OC(C)(C)C)NC1=NC(=CC=C1)C (2-(N-Boc-amino)-6-picoline), [H-].[Na+] (NaH), C(C)I (ethyl iodide). Run in CN(C)C=O (DMF), CN(C)C=O (DMF). Conditions: temperature 0 celsius, time 15 minute. Yields the product C(=O)(OC(C)(C)C)N(CC)C1=NC(=CC=C1)C (2-(N-Boc-N-ethylamino)-6-picoline). Reaction SMILES: [H-].[Na+].[C:3]([NH:10][C:11]1[CH:16]=[CH:15][CH:14]=[C:13]([CH3:17])[N:12]=1)([O:5][C:6]([CH3:9])([CH3:8])[CH3:7])=[O:4].[CH2:18](I)[CH3:19]>CN(C=O)C>[C:3]([N:10]([C:11]1[CH:16]=[CH:15][CH:14]=[C:13]([CH3:17])[N:12]=1)[CH2:18][CH3:19])([O:5][C:6]([CH3:9])([CH3:8])[CH3:7])=[O:4] |f:0.1|. Procedure: To a suspension of NaH (60% dispersion in mineral oil, 1.15 g, 29.5 mmol) in DMF (50 mL) at 0° C. was added a solution of 2-(N-Boc-amino)-6-picoline in DMF (30 mL). The reaction was stirred at 0° C. for 15 min; then ethyl iodide (4.6 g, 30 mmol) was added. The reaction mixture was stirred at RT overnight; then was concentrated in vacuum. The residue was diluted with H2O and extracted with CH2Cl2 (3×50 mL). Drying (MgSO4), concentration, and silica gel chromatography (20% EtOAc/hexane) gave the t... The reactants are C1=CC=CC=C1 (Benzene), C(C)(=O)Cl (acetyl chloride). Reagents/catalysts: [O-]S(=O)(=O)C(F)(F)F.[Ga+3].[O-]S(=O)(=O)C(F)(F)F.[O-]S(=O)(=O)C(F)(F)F (gallium triflate). Yields the product C(C)(=O)C1=CC=CC=C1 (acetophenone). As a reaction SMILES: [CH:1]1[CH:6]=[CH:5][CH:4]=[CH:3][CH:2]=1.[C:7](Cl)(=[O:9])[CH3:8]>[O-]S(C(F)(F)F)(=O)=O.[Ga+3].[O-]S(C(F)(F)F)(=O)=O.[O-]S(C(F)(F)F)(=O)=O>[C:7]([C:1]1[CH:6]=[CH:5][CH:4]=[CH:3][CH:2]=1)(=[O:9])[CH3:8] |f:2.3.4.5|. Procedure details: Benzene (1 equivalent) was reacted with acetyl chloride (0.5 equivalents) in the presence of 0.25 equivalents of gallium triflate catalyst at 50°-60° C. for 1 hour giving 0.35 equivalents of acetophenone. The reactants are CC(C)(C)CN, O=C=NCCCl, O=CC(O)C(O)C(O)C(O)CO. Yields the product CC(C)(C)CN(C(=O)NCCCl)C1OC(CO)C(O)C(O)C1O. RXN SMILES: [CH2:13]([C:14]([CH3:15])([CH3:16])[CH3:17])[NH2:18].[Cl:19][CH2:20][CH2:21][N:22]=[C:23]=[O:24].[O:1]=[CH:2][CH:3]([OH:4])[CH:5]([OH:6])[CH:7]([OH:8])[CH:9]([OH:10])[CH2:11][OH:12]>>[CH:2]1([N:18]([CH2:13][C:14]([CH3:15])([CH3:16])[CH3:17])[C:23]([NH:22][CH2:21][CH2:20][Cl:19])=[O:24])[CH:3]([OH:4])[CH:5]([OH:6])[CH:7]([OH:8])[CH:9]([CH2:11][OH:12])[O:10]1. Starting materials: [Cl-].[Al+3].[Cl-].[Cl-] (Aluminum chloride), Cl (hydrochloric acid), [N-]=[N+]=[N-].[Na+] (sodium azide), O=C1C(=CN=C(N1)C1=C(C=CC=C1)OCC=C)C#N (1,6-dihydro-6-oxo-2-(2-allyloxyphenyl)pyrimidine-5-carbonitrile). Solvent: O (water), O1CCCC1 (tetrahydrofuran). Conditions: time 18 hour. The product is C(C=C)OC1=C(C=CC=C1)C1=NC=C(C(N1)=O)C1=NN=NN1 (2-(2-Allyloxyphenyl)-5-(5-1H-tetrazolyl)pyrimidin-4(3H)-one). Isolated yield 36.9%. As a reaction SMILES: [Cl-].[Al+3].[Cl-].[Cl-].[N-:5]=[N+:6]=[N-:7].[Na+].[O:9]=[C:10]1[NH:15][C:14]([C:16]2[CH:21]=[CH:20][CH:19]=[CH:18][C:17]=2[O:22][CH2:23][CH:24]=[CH2:25])=[N:13][CH:12]=[C:11]1[C:26]#[N:27].Cl>O.O1CCCC1>[CH2:23]([O:22][C:17]1[CH:18]=[CH:19][CH:20]=[CH:21][C:16]=1[C:14]1[NH:15][C:10](=[O:9])[C:11]([C:26]2[NH:27][N:7]=[N:6][N:5]=2)=[CH:12][N:13]=1)[CH:24]=[CH2:25] |f:0.1.2.3,4.5|. Reported procedure: Aluminum chloride (1.71 g., 0.0128 mole) followed by sodium azide (2.5 g., 0.0384 mole) was cautiously added to ice-cold, stirred tetrahydrofuran (100 ml.). The mixture was heated under reflux for 0.5 hour. To the mixture was added 1,6-dihydro-6-oxo-2-(2-allyloxyphenyl)pyrimidine-5-carbonitrile (3.23 g., 0.0128 mole) and refluxing was continued for 18 hours. The cooled reaction mixture was diluted with water and acidified with 6N hydrochloric acid. The precipitate was collected and recrystallize... The reactants are S1C(=NC=C1)N (thiazol-2-amine), solution, C(CCC)[Li] (butyllithium), CCCCCC (hexane), Cl[Si](C)(C)C (chlorotrimethylsilane), solution, C(CCC)[Li] (butyllithium), CCCCCC (hexane), CC(C)=O (propan-2-one). Run in O1CCCC1 (tetrahydrofuran). Run at temperature -78 celsius, time 1 hour. The product is NC=1SC(=CN1)C(C)(C)O (2-(2-aminothiazol-5-yl)propane-2-ol). Reaction SMILES: [S:1]1[CH:5]=[CH:4][N:3]=[C:2]1[NH2:6].C([Li])CCC.CCCCCC.Cl[Si](C)(C)C.[CH3:23][C:24](=[O:26])[CH3:25]>O1CCCC1>[NH2:6][C:2]1[S:1][C:5]([C:24]([OH:26])([CH3:25])[CH3:23])=[CH:4][N:3]=1. Procedure details: To a −78° C. solution of thiazol-2-amine (7.0 g, 69.9 mmol) in tetrahydrofuran (200 ml) was added a 10.0 M solution of butyllithium in hexane (14 mL, 140 mmol). The mixture was stirred at −78° C. for 1 hour and chlorotrimethylsilane (15.2 g, 140 mmol) was added dropwise. The mixture was allowed to warm up to −40° C., cooled to −78° C. and a 10.0 M solution of butyllithium in hexane (7.0, 70 mmol) was added After 10 minutes, propan-2-one (8.12 g, 140 mmol) was added and the mixture was stirred fo... Starting materials: CC(Cl)c1cc(C#N)ccn1, CC(C)CC(CO)Nc1nc(S)nc2nc(N)sc12. The product is CC(C)CC(CO)Nc1nc(SC(C)c2cc(C#N)ccn2)nc2nc(N)sc12. RXN SMILES: [Cl:1][CH:2]([CH3:3])[c:4]1[cH:5][c:6]([C:7]#[N:8])[cH:9][cH:10][n:11]1.[NH2:12][c:13]1[s:14][c:15]2[c:16]([n:17][c:18]([SH:29])[n:19][c:20]2[NH:21][CH:22]([CH2:23][OH:24])[CH2:25][CH:26]([CH3:27])[CH3:28])[n:30]1>>[CH:2]([CH3:3])([c:4]1[cH:5][c:6]([C:7]#[N:8])[cH:9][cH:10][n:11]1)[S:29][c:18]1[n:17][c:16]2[c:15]([s:14][c:13]([NH2:12])[n:30]2)[c:20]([NH:21][CH:22]([CH2:23][OH:24])[CH2:25][CH:26]([CH3:27])[CH3:28])[n:19]1. Reactants: [H-].[Na+] (sodium hydride), C(#N)C1=CC=NC=C1 (4-cyanopyridine), C(C)(C)O (isopropanol), C(C)(=O)O (acetic acid). Reaction conditions: time 6 hour. Product: N1=CC=C(C=C1)C(OC(C)C)=N (isopropyl 4-pyridinecarboximidate). As a reaction SMILES: [C:1]([C:3]1[CH:8]=[CH:7][N:6]=[CH:5][CH:4]=1)#[N:2].[H-].[Na+].C(O)(=O)C.[CH:15]([OH:18])([CH3:17])[CH3:16]>>[N:6]1[CH:7]=[CH:8][C:3]([C:1](=[NH:2])[O:18][CH:15]([CH3:17])[CH3:16])=[CH:4][CH:5]=1 |f:1.2|. Reported procedure: 4-cyanopyridine (10.0 g, 96.1 mmol) was dissolved in isopropanol (50 ml), and sodium hydride (0.23 g, 9.6 mmol) from which oily matters had been removed by washing with ether was added. The mixture was stirred at room temperature for 6 hours. After the reaction was completed, the reaction solution was neutralized by adding acetic acid (0.64 g, 10.7 mmol) and concentrated under reduced pressure. To the residual concentrate was added diethyl ether (50 ml). Insolubles were removed by filtration, an... Reaction SMILES: [C:1]1([N:7]([C:26]2[CH:31]=[CH:30][CH:29]=[CH:28][CH:27]=2)[C@@H:8]2[CH2:13][CH2:12][N:11]([CH2:14][CH2:15][CH2:16][CH2:17][CH2:18][C:19]([O:21][CH2:22][CH3:23])=[O:20])[CH2:10][C@@H:9]2[O:24][CH3:25])[CH:6]=[CH:5][CH:4]=[CH:3][CH:2]=1.[N:32]12CC[CH:35]([CH2:36][CH2:37]1)[C@@H:34](O)[CH2:33]2>>[C:26]1([N:7]([C:1]2[CH:2]=[CH:3][CH:4]=[CH:5][CH:6]=2)[C@@H:8]2[CH2:13][CH2:12][N:11]([CH2:14][CH2:15][CH2:16][CH2:17][CH2:18][C:19]([O:21][C@@H:22]3[CH:35]4[CH2:36][CH2:37][N:32]([CH2:33][CH2:34]4)[CH2:23]3)=[O:20])[CH2:10][C@@H:9]2[O:24][CH3:25])[CH:27]=[CH:28][CH:29]=[CH:30][CH:31]=1. Reactants: C1(=CC=CC=C1)N([C@H]1[C@H](CN(CC1)CCCCCC(=O)OCC)OC)C1=CC=CC=C1 (ethyl 6-((3S,4R)-4-(diphenylamino)-3-methoxypiperidin-1-yl)hexanoate), N12C[C@@H](C(CC1)CC2)O ((R)-quinuclidine-3-ol). Product: C1(=CC=CC=C1)N([C@H]1[C@H](CN(CC1)CCCCCC(=O)O[C@H]1CN2CCC1CC2)OC)C2=CC=CC=C2 ((R)-quinuclidine-3-yl 6-((3S,4R)-4-(diphenylamino)-3-methoxypiperidin-1-yl)hexanoate). Procedure details: esterifying the ethyl 6-((3S,4R)-4-(diphenylamino)-3-methoxypiperidin-1-yl)hexanoate with (R)-quinuclidine-3-ol to yield (R)-quinuclidine-3-yl 6-((3S,4R)-4-(diphenylamino)-3-methoxypiperidin-1-yl)hexanoate Starting materials: CC(=O)Nc1ccc(C)c2c1C(=O)C(NC(C)=O)CS2, Cl, [Na+], [OH-]. Yields the product CC(=O)NC1CSc2c(C)ccc(N)c2C1=O. RXN SMILES: [C:1]([CH3:2])(=[O:3])[NH:4][CH:5]1[CH2:6][S:7][c:8]2[c:9]([CH3:20])[cH:10][cH:11][c:12]([NH:16][C:17](=[O:18])[CH3:19])[c:13]2[C:14]1=[O:15].[ClH:23].[Na+:22].[OH-:21]>>[C:1]([CH3:2])(=[O:3])[NH:4][CH:5]1[CH2:6][S:7][c:8]2[c:9]([CH3:20])[cH:10][cH:11][c:12]([NH2:16])[c:13]2[C:14]1=[O:15]. Starting materials: Cl (hydrochloric acid), aqueous solution, [OH-].[Na+] (sodium hydroxide), C(C)OC(C(NC(=O)C1=NN2N=C(C=CC2=N1)NCCCN1CCC(CC1)OC(C1=CC=CC=C1)C1=CC=CC=C1)(C)C)=O (N-[6-[3-[4-(diphenylmethoxy)piperidino]propylamino][1,2,4]triazolo[1,5-b]pyridazine-2-carbonyl]-2,2-dimethylglycine ethyl ester). The solvent is C(C)O (ethanol). Run at time 2 hour. Yields the product C1(=CC=CC=C1)C(OC1CCN(CC1)CCCNC=1C=CC=2N(N1)N=C(N2)C(=O)NC(C(=O)O)(C)C)C2=CC=CC=C2 (N-[6-[3-[4-(diphenylmethoxy)piperidino]propylamino][1,2,4]triazolo[1,5-b]pyridazine-2-carbonyl]-2,2-dimethylglycine). Isolated yield 76.1%. RXN SMILES: C([O:3][C:4](=[O:44])[C:5]([CH3:43])([CH3:42])[NH:6][C:7]([C:9]1[N:17]=[C:16]2[N:11]([N:12]=[C:13]([NH:18][CH2:19][CH2:20][CH2:21][N:22]3[CH2:27][CH2:26][CH:25]([O:28][CH:29]([C:36]4[CH:41]=[CH:40][CH:39]=[CH:38][CH:37]=4)[C:30]4[CH:35]=[CH:34][CH:33]=[CH:32][CH:31]=4)[CH2:24][CH2:23]3)[CH:14]=[CH:15]2)[N:10]=1)=[O:8])C.[OH-].[Na+].Cl>C(O)C>[C:36]1([CH:29]([C:30]2[CH:35]=[CH:34][CH:33]=[CH:32][CH:31]=2)[O:28][CH:25]2[CH2:24][CH2:23][N:22]([CH2:21][CH2:20][CH2:19][NH:18][C:13]3[CH:14]=[CH:15][C:16]4[N:11]([N:10]=[C:9]([C:7]([NH:6][C:5]([CH3:43])([CH3:42])[C:4]([OH:44])=[O:3])=[O:8])[N:17]=4)[N:12]=3)[CH2:27][CH2:26]2)[CH:41]=[CH:40][CH:39]=[CH:38][CH:37]=1 |f:1.2|. Procedure details: 1.71 g of N-[6-[3-[4-(diphenylmethoxy)piperidino]propylamino][1,2,4]triazolo[1,5-b]pyridazine-2-carbonyl]-2,2-dimethylglycine ethyl ester was dissolved in 6 ml of ethanol; 4.5 ml of a 1 N aqueous solution of sodium hydroxide was added, followed by stirring at room temperature for 2 hours. Under ice cooling conditions, 1 N hydrochloric acid was added to bring the mixture to pH 5. The crystal obtained was collected by filtration, washed with water and ethyl acetate and dried to yield 1.24 g of the...